From a dataset of the Open Reaction Database (ORD), a public repository of structured organic reaction records. describe an organic reaction: reactants, conditions, products, and yield Reactants: B1(OC(C(O1)(C)C)(C)C)\C=C/OCC, c1(c(cc(cn1)Cl)Cl)C#N. Reagents/catalysts: c1ccc(cc1)-c2c3ccccc3cc4ccccc24 (9-Phenylanthracene), [F-].[Cs+] (CsF), P(C1CCCC1)(C(C)(C)C)C(C)(C)C.P(C1CCCC1)(C(C)(C)C)C(C)(C)C.[Pd](Cl)Cl.[Fe]. Run in CN(C)C=O  (DMF). Reaction conditions: temperature 60 celsius, time nan hour. Yields the product CCO\C=C/c1cnc(C#N)c(Cl)c1. Reaction SMILES: Cl[c:1]1[cH:9][c:7]([Cl:8])[c:4]([C:5]#[N:6])[n:3][cH:2]1.[CH3:10][CH2:11][O:12]\[CH:13]=[CH:14]/B1OC(C)(C)C(C)(C)O1>>[CH3:10][CH2:11][O:12]\[CH:13]=[CH:14]/[c:1]1[cH:9][c:7]([Cl:8])[c:4]([C:5]#[N:6])[n:3][cH:2]1. Starting materials: C(C)OC(CC1C2=C(B(O1)O)C=C(C=C2C)OC2=CC(=CC=C2)OCC2=CC=CC=C2)=O ([6-(3-benzyloxy-phenoxy)-1-hydroxy-4-methyl-1,3-dihydro-benzo[c][1,2]oxaborol-3-yl]-acetic acid ethyl ester). Reagents/catalysts: [Pd] (Pd/C). Run in CCO (EtOH). Run at time 30 minute. Yields the product C(C)OC(CC1C2=C(B(O1)O)C=C(C=C2C)OC2=CC(=CC=C2)O)=O ([1-hydroxy-6-(3-hydroxy-phenoxy)-4-methyl-1,3-dihydro-benzo[c][1,2]oxaborol-3-yl]-acetic acid ethyl ester). Isolated yield 67.4%. Reaction SMILES: [CH2:1]([O:3][C:4](=[O:32])[CH2:5][CH:6]1[O:10][B:9]([OH:11])[C:8]2[CH:12]=[C:13]([O:17][C:18]3[CH:23]=[CH:22][CH:21]=[C:20]([O:24]CC4C=CC=CC=4)[CH:19]=3)[CH:14]=[C:15]([CH3:16])[C:7]1=2)[CH3:2]>CCO.[Pd]>[CH2:1]([O:3][C:4](=[O:32])[CH2:5][CH:6]1[O:10][B:9]([OH:11])[C:8]2[CH:12]=[C:13]([O:17][C:18]3[CH:23]=[CH:22][CH:21]=[C:20]([OH:24])[CH:19]=3)[CH:14]=[C:15]([CH3:16])[C:7]1=2)[CH3:2]. Procedure: A mixture of [6-(3-benzyloxy-phenoxy)-1-hydroxy-4-methyl-1,3-dihydro-benzo[c][1,2]oxaborol-3-yl]-acetic acid ethyl ester (1.22 g, 2.82 mmol) and 10% Pd/C (1.0 g) in EtOH (20 mL) was hydrogenated at 40 psi for 30 minutes. The mixture was filtered through a pad of celite and concentrated in vacuo. The residue was purified by silica gel flash column chromatography (hexane:EtOAc 50:50) to give [1-hydroxy-6-(3-hydroxy-phenoxy)-4-methyl-1,3-dihydro-benzo[c][1,2]oxaborol-3-yl]-acetic acid ethyl ester (... The reactants are CCc1ccc(N)cc1, CN(C)c1ccc(C=O)cc1. Yields the product CCc1ccc(NCc2ccc(N(C)C)cc2)cc1. RXN SMILES: [CH2:12]([CH3:13])[c:14]1[cH:15][cH:16][c:17]([NH2:18])[cH:19][cH:20]1.[CH3:1][N:2]([c:3]1[cH:4][cH:5][c:6]([CH:7]=[O:8])[cH:9][cH:10]1)[CH3:11]>>[CH3:1][N:2]([c:3]1[cH:4][cH:5][c:6]([CH2:7][NH:18][c:17]2[cH:16][cH:15][c:14]([CH2:12][CH3:13])[cH:20][cH:19]2)[cH:9][cH:10]1)[CH3:11]. Reactants: C(=O)(O)C(C)OC1=NN(C=N1)C1=CC(=CC=C1)Cl (3-(1-carboxyethoxy)-1-(3-chlorophenyl)-1,2,4-1H-triazole), C(=O)(N1C=NC=C1)N1C=NC=C1 (carbonyldiimidazole), CNC (dimethylamine). Product: ClC=1C=C(C=CC1)N1N=C(N=C1)OC(C)C(=O)N(C)C (1-(3-chlorophenyl)-3-(1-dimethylaminocarbonylethoxy)-1,2,4-1H-triazole). The yield is 66.6%. As a reaction SMILES: [C:1]([CH:4]([O:6][C:7]1[N:11]=[CH:10][N:9]([C:12]2[CH:17]=[CH:16][CH:15]=[C:14]([Cl:18])[CH:13]=2)[N:8]=1)[CH3:5])([OH:3])=O.[C:19](N1C=CN=C1)([N:21]1C=CN=[CH:22]1)=O.CNC>>[Cl:18][C:14]1[CH:13]=[C:12]([N:9]2[CH:10]=[N:11][C:7]([O:6][CH:4]([C:1]([N:21]([CH3:22])[CH3:19])=[O:3])[CH3:5])=[N:8]2)[CH:17]=[CH:16][CH:15]=1. Procedure details: The process was carried out as was Example 45, starting with 3 g of the compound of Example 25, 2.7 g of carbonyldiimidazole and 3.6 ml of 40% aqueous dimethylamine. The product was recrystallized from toluene to obtain 2.2 g of desired product, m.p. 136°-139°.